This data is from the Open Reaction Database (ORD), a public repository of structured organic reaction records. The task is: describe an organic reaction: reactants, conditions, products, and yield The reactants are CC1=NC(=NO1)CC1=CC=C(C=C1)[N+](=O)[O-] (5-methyl-3-(4-nitrobenzyl)-1,2,4-oxadiazole). The reagents and catalysts are [Pd].CC(=O)[O-].CC(=O)[O-].[Pb+2] (Lindlar catalyst). The solvent is O1CCCC1 (tetrahydrofuran). Yields the product CC1=NC(=NO1)CC1=CC=C(N)C=C1 (4-[(5-methyl-1,2,4-oxadiazol-3-yl)methyl]aniline). Isolated yield 9.8%. As a reaction SMILES: [CH3:1][C:2]1[O:6][N:5]=[C:4]([CH2:7][C:8]2[CH:13]=[CH:12][C:11]([N+:14]([O-])=O)=[CH:10][CH:9]=2)[N:3]=1>[Pd].CC([O-])=O.CC([O-])=O.[Pb+2].O1CCCC1>[CH3:1][C:2]1[O:6][N:5]=[C:4]([CH2:7][C:8]2[CH:13]=[CH:12][C:11]([NH2:14])=[CH:10][CH:9]=2)[N:3]=1 |f:1.2.3.4|. Procedure: A mixture of 5-methyl-3-(4-nitrobenzyl)-1,2,4-oxadiazole (3.89 g), Lindlar catalyst (2.0 g) and tetrahydrofuran (200 mL) was subjected to catalytic reduction under a hydrogen atmosphere at atmospheric pressure. The catalyst was removed by filtration, and the filtrate was concentrated. The residue was subjected to silica gel column chromatography to give 4-[(5-methyl-1,2,4-oxadiazol-3-yl)methyl]aniline as a brown oil (0.33 g, yield 10%) from a fraction eluted with hexane-ethyl acetate (3:1-2:1, v...